From a dataset of the Open Reaction Database (ORD), a public repository of structured organic reaction records. describe an organic reaction: reactants, conditions, products, and yield Starting materials: COC=1C=C(C=CC1OC)C1=CC(N(C(N1CC)=O)C)=S (3,4-dihydro-6-(3,4-dimethoxyphenyl)-1-ethyl-3-methyl-4-thioxo-2(1H)-pyrimidinone), CI (methyl iodide), CC1=C(N)C(=CC(=C1)C)C (2,4,6-trimethylaniline). Run in O1CCCC1 (tetrahydrofuran). Yields the product COC=1C=C(C=CC1OC)C1=CC(N(C(N1CC)=O)C)=NC1=C(C=C(C=C1C)C)C (3,4-dihydro-6-(3,4-dimethoxyphenyl)-1-ethyl-3-methyl-4-(2,4,6-trimethylphenylimino)-2(1H)-pyrimidinone). The yield is 37.0%. As a reaction SMILES: [CH3:1][O:2][C:3]1[CH:4]=[C:5]([C:11]2[N:16]([CH2:17][CH3:18])[C:15](=[O:19])[N:14]([CH3:20])[C:13](=S)[CH:12]=2)[CH:6]=[CH:7][C:8]=1[O:9][CH3:10].CI.[CH3:24][C:25]1[CH:31]=[C:30]([CH3:32])[CH:29]=[C:28]([CH3:33])[C:26]=1[NH2:27]>O1CCCC1>[CH3:1][O:2][C:3]1[CH:4]=[C:5]([C:11]2[N:16]([CH2:17][CH3:18])[C:15](=[O:19])[N:14]([CH3:20])[C:13](=[N:27][C:26]3[C:28]([CH3:33])=[CH:29][C:30]([CH3:32])=[CH:31][C:25]=3[CH3:24])[CH:12]=2)[CH:6]=[CH:7][C:8]=1[O:9][CH3:10]. Procedure details: To a solution of 3,4-dihydro-6-(3,4-dimethoxyphenyl)-1-ethyl-3-methyl-4-thioxo-2(1H)-pyrimidinone (0.59 g) in tetrahydrofuran (50 ml) was added methyl iodide (10 ml) and the mixture was refluxed for 90 minutes. The precipitate was added to 2,4,6-trimethylaniline (2 g) and the mixture was heated at 110°-120° C. for 3 hours. The reaction mixture was washed with a mixture of hexane and diisopropyl ether to remove excess 2,4,6-trimethylaniline. The resulting precipitate was collected by filtration a... The reactants are FC1=CC=C(C(=O)O)C=C1 (4-fluorobenzoic acid), CCN(C(C)C)C(C)C (DIPEA), OC(=O)C(F)(F)F.NCC(=O)N1CCN(CC1)C(C1=C(C=CC=C1)C(F)(F)F)=O (2-amino-1-[4-(2-trifluoromethyl-benzoyl)-piperazin-1-yl]-ethanone TFA salt), C=1C=CC2=C(C1)N=NN2O (HOBT), CCN=C=NCCCN(C)C.Cl (EDCI.HCl). Solvent: O (water), CN(C)C=O (DMF). Run at time 2 minute. Product: FC1=CC=C(C(=O)NCC(N2CCN(CC2)C(C2=C(C=CC=C2)C(F)(F)F)=O)=O)C=C1 (4-fluoro-N-{2-oxo-2-[4-(2-trifluoromethyl-benzoyl)-piperazin-1-yl]-ethyl}-benzamide). RXN SMILES: CCN(C(C)C)C(C)C.OC(C(F)(F)F)=O.[NH2:17][CH2:18][C:19]([N:21]1[CH2:26][CH2:25][N:24]([C:27](=[O:38])[C:28]2[CH:33]=[CH:32][CH:31]=[CH:30][C:29]=2[C:34]([F:37])([F:36])[F:35])[CH2:23][CH2:22]1)=[O:20].C1C=CC2N(O)N=NC=2C=1.CCN=C=NCCCN(C)C.Cl.[F:61][C:62]1[CH:70]=[CH:69][C:65]([C:66](O)=[O:67])=[CH:64][CH:63]=1>CN(C=O)C.O>[F:61][C:62]1[CH:70]=[CH:69][C:65]([C:66]([NH:17][CH2:18][C:19](=[O:20])[N:21]2[CH2:22][CH2:23][N:24]([C:27](=[O:38])[C:28]3[CH:33]=[CH:32][CH:31]=[CH:30][C:29]=3[C:34]([F:37])([F:35])[F:36])[CH2:25][CH2:26]2)=[O:67])=[CH:64][CH:63]=1 |f:1.2,4.5|. Procedure details: DIPEA (46.5 mg, 0.36 mmol) was added to a stirred solution of 2-amino-1-[4-(2-trifluoromethyl-benzoyl)-piperazin-1-yl]-ethanone TFA salt. (62 mg, 0.14 mmol) in DMF (1 mL). HOBT (19 mg, 0.14 mmol) and EDCI.HCl (28 mg, 0.14 mmol) were then added at room temperature. After 2 minutes, 4-fluorobenzoic acid (17 mg, 0.12 mmol) was added and the resulting mixture was stirred at room temperature for 4 hrs. Cold water (20 mL) was then added and the product was extracted with EtOAc and the organic layer wa... Reactants: C(C)(=O)O (acetic acid), CP(OCC(C)C)[O-] (isobutyl P-methylphosphonite), C(C=C)#N (acrylonitrile), [Na] (sodium). Solvent: C(C)O (ethanol), C(C)O (ethanol). Run at time 4 hour. The product is C(#N)CCP(OCC(C)C)(=O)C (isobutyl P-(2-cyanoethyl)-P-methyl-phosphinate). Reaction SMILES: [CH3:1][P:2]([O-:8])[O:3][CH2:4][CH:5]([CH3:7])[CH3:6].[C:9](#[N:12])[CH:10]=[CH2:11].[Na].C(O)(=O)C>C(O)C>[C:9]([CH2:10][CH2:11][P:2]([CH3:1])(=[O:8])[O:3][CH2:4][CH:5]([CH3:7])[CH3:6])#[N:12] |^1:12|. Reported procedure: A solution of 15.0 g of isobutyl P-methylphosphonite and 5.3 g of acrylonitrile in 50 ml of dry ethanol is added to a stirred mixture of 0.5 g of sodium (50% dispersion in oil) in 25 ml of ethanol, at 0° C., under an atmosphere of nitrogen. The reaction mixture is allowed to warm to room temperature, and stirred for 4 hours. 1 ml of glacial acetic acid is added and the mixture is concentrated under reduced pressure. The resulting crude product is dissolved in 50 ml of ethyl acetate, washed twice... The reactants are Cl, O=P(Cl)(Cl)c1ccccc1, ClP(Cl)c1ccccc1, O=C1OC(=O)c2c1cccc2[N+](=O)[O-], [Na+], [OH-]. Product: O=C1OC(=O)c2c(Cl)cccc21. RXN SMILES: [Cl:1].[Cl:27][P:28](=[O:29])([Cl:30])[c:31]1[cH:32][cH:33][cH:34][cH:35][cH:36]1.[Cl:2][P:3]([Cl:4])[c:5]1[cH:6][cH:7][cH:8][cH:9][cH:10]1.[N+:11]([O-:12])(=[O:13])[c:14]1[c:15]2[c:16]([cH:22][cH:23][cH:24]1)[C:17](=[O:18])[O:19][C:20]2=[O:21].[Na+:26].[OH-:25]>>[Cl:2][c:14]1[c:15]2[c:16]([cH:22][cH:23][cH:24]1)[C:17](=[O:18])[O:19][C:20]2=[O:21].